Dataset: the Open Reaction Database (ORD), a public repository of structured organic reaction records. Task: describe an organic reaction: reactants, conditions, products, and yield Starting materials: C1CCOC1, Cn1c(-c2ccccc2)nnc1S(C)(=O)=O, C[Si](C)(C)[N-][Si](C)(C)C, [Li+], Nc1ccc(Oc2ncccc2-c2ccnc(N)n2)cc1. The product is Cn1c(Nc2ccc(Oc3ncccc3-c3ccnc(N)n3)cc2)nnc1-c1ccccc1. RXN SMILES: [CH2:48]1[O:49][CH2:50][CH2:51][CH2:52]1.[CH3:22][n:23]1[c:24]([S:34]([CH3:35])(=[O:36])=[O:37])[n:25][n:26][c:27]1-[c:28]1[cH:29][cH:30][cH:31][cH:32][cH:33]1.[CH3:38][Si:39]([N-:40][Si:41]([CH3:42])([CH3:43])[CH3:44])([CH3:45])[CH3:46].[Li+:47].[NH2:1][c:2]1[cH:3][cH:4][c:5]([O:6][c:7]2[n:8][cH:9][cH:10][cH:11][c:12]2-[c:13]2[n:14][c:15]([NH2:19])[n:16][cH:17][cH:18]2)[cH:20][cH:21]1>>[NH:1]([c:2]1[cH:3][cH:4][c:5]([O:6][c:7]2[n:8][cH:9][cH:10][cH:11][c:12]2-[c:13]2[n:14][c:15]([NH2:19])[n:16][cH:17][cH:18]2)[cH:20][cH:21]1)[c:24]1[n:23]([CH3:22])[c:27](-[c:28]2[cH:29][cH:30][cH:31][cH:32][cH:33]2)[n:26][n:25]1. The reactants are CC(C)(C)OC(=O)NCCOc1ccc(N)cc1, COc1cccc(OC)c1C(=O)O, [Cl-], c1ccncc1. Yields the product COc1cccc(OC)c1C(=O)Nc1ccc(OCCNC(=O)OC(C)(C)C)cc1. Reaction SMILES: [C:1]([CH3:2])([CH3:3])([CH3:4])[O:5][C:6](=[O:7])[NH:8][CH2:9][CH2:10][O:11][c:12]1[cH:13][cH:14][c:15]([NH2:18])[cH:16][cH:17]1.[CH3:20][O:21][c:22]1[c:23]([C:24](=[O:25])[OH:26])[c:27]([O:31][CH3:32])[cH:28][cH:29][cH:30]1.[Cl-:19].[cH:33]1[cH:34][cH:35][n:36][cH:37][cH:38]1>>[C:1]([CH3:2])([CH3:3])([CH3:4])[O:5][C:6](=[O:7])[NH:8][CH2:9][CH2:10][O:11][c:12]1[cH:13][cH:14][c:15]([NH:18][C:24]([c:23]2[c:22]([O:21][CH3:20])[cH:30][cH:29][cH:28][c:27]2[O:31][CH3:32])=[O:25])[cH:16][cH:17]1. The reactants are Cc1cc(COc2ccc(S(=O)(=O)N(C)C3CCCC3C(=O)O)cc2)c2ccccc2n1, NO. Yields the product Cc1cc(COc2ccc(S(=O)(=O)N(C)C3CCCC3C(=O)NO)cc2)c2ccccc2n1. Reaction SMILES: [CH3:1][N:2]([CH:3]1[CH:4]([C:8](=[O:9])[OH:10])[CH2:5][CH2:6][CH2:7]1)[S:11](=[O:12])(=[O:13])[c:14]1[cH:15][cH:16][c:17]([O:20][CH2:21][c:22]2[cH:23][c:24]([CH3:32])[n:25][c:26]3[cH:27][cH:28][cH:29][cH:30][c:31]23)[cH:18][cH:19]1.[NH2:33][OH:34]>>[CH3:1][N:2]([CH:3]1[CH:4]([C:8](=[O:10])[NH:33][OH:34])[CH2:5][CH2:6][CH2:7]1)[S:11](=[O:12])(=[O:13])[c:14]1[cH:15][cH:16][c:17]([O:20][CH2:21][c:22]2[cH:23][c:24]([CH3:32])[n:25][c:26]3[cH:27][cH:28][cH:29][cH:30][c:31]23)[cH:18][cH:19]1. The reactants are COc1ccc(C(=O)Nc2ncccc2NC(=O)OC(C)(C)C)cc1, O=C([O-])O, CCOC(C)=O, CC(=O)O, [Na+]. The product is COc1ccc(C(=O)Nc2ncccc2N)cc1. RXN SMILES: [C:1]([O:2][C:3](=[O:4])[NH:8][c:9]1[c:10]([NH:15][C:16]([c:17]2[cH:18][cH:19][c:20]([O:23][CH3:24])[cH:21][cH:22]2)=[O:25])[n:11][cH:12][cH:13][cH:14]1)([CH3:5])([CH3:6])[CH3:7].[C:26](=[O:27])([OH:28])[O-:29].[CH3:31][CH2:32][O:33][C:34](=[O:35])[CH3:36].[CH3:37][C:38](=[O:39])[OH:40].[Na+:30]>>[NH2:8][c:9]1[c:10]([NH:15][C:16]([c:17]2[cH:18][cH:19][c:20]([O:23][CH3:24])[cH:21][cH:22]2)=[O:25])[n:11][cH:12][cH:13][cH:14]1. Reactants: ClCC(=O)N1CCC(CC1)N1N=C(C(C1=O)(C)C)C1=CC(=C(C=C1)OC)OC (2-[1-(chloroacetyl)piperidin-4-yl]-5-(3,4-dimethoxyphenyl)-4,4-dimethyl-2,4-dihydro-3H-pyrazol-3-one), ClCC(=O)N1CCC(CC1)N1N=C(C(C1=O)(C)C)C1=CC(=C(C=C1)OC)OC (2-[1-(chloroacetyl)piperidin-4-yl]-5-(3,4-dimethoxyphenyl)-4,4-dimethyl-2,4-dihydro-3H-pyrazol-3-one), N1C(COCC1=O)=O (morpholine-3,5-dione), C(=O)([O-])[O-].[K+].[K+] (K2CO3). The solvent is CN(C)C=O (DMF). Product: COC=1C=C(C=CC1OC)C1=NN(C(C1(C)C)=O)C1CCN(CC1)C(CN1C(COCC1=O)=O)=O (4-(2-{4-[3-(3,4-dimethoxyphenyl)-4,4-dimethyl-5-oxo-4,5-dihydro-1H-pyrazol-1-yl]piperidin-1-yl}-2-oxoethyl)morpholine-3,5-dione). RXN SMILES: Cl[CH2:2][C:3]([N:5]1[CH2:10][CH2:9][CH:8]([N:11]2[C:15](=[O:16])[C:14]([CH3:18])([CH3:17])[C:13]([C:19]3[CH:24]=[CH:23][C:22]([O:25][CH3:26])=[C:21]([O:27][CH3:28])[CH:20]=3)=[N:12]2)[CH2:7][CH2:6]1)=[O:4].[NH:29]1[C:34](=[O:35])[CH2:33][O:32][CH2:31][C:30]1=[O:36].C([O-])([O-])=O.[K+].[K+]>CN(C=O)C>[CH3:28][O:27][C:21]1[CH:20]=[C:19]([C:13]2[C:14]([CH3:18])([CH3:17])[C:15](=[O:16])[N:11]([CH:8]3[CH2:7][CH2:6][N:5]([C:3](=[O:4])[CH2:2][N:29]4[C:34](=[O:35])[CH2:33][O:32][CH2:31][C:30]4=[O:36])[CH2:10][CH2:9]3)[N:12]=2)[CH:24]=[CH:23][C:22]=1[O:25][CH3:26] |f:2.3.4|. Reported procedure: 1.0 g 2-[1-(chloroacetyl)piperidin-4-yl]-5-(3,4-dimethoxyphenyl)-4,4-dimethyl-2,4-dihydro-3H-pyrazol-3-one (compound A1), 0.5 g morpholine-3,5-dione and 1.0 g K2CO3 in 20 ml of DMF is heated for 17 h at 80-100° C. The DMF is removed in vacuo and the residue dissolved in 70 ml of DCM, washed four times with 30 ml of water and 20 ml of 0.5 M H2SO4. The DCM layer is dried over MgSO4 and concentrated in vacuo. The title product is crystallized from diethyl ether. Starting materials: [BH4-].[Na+] (sodium borohydride), C(=O)(OC(C)(C)C)N1CCC(C(=O)O)CC1 (Boc-isonipecotic acid), CN1CCOCC1 (N-methylmorpholine), ClC(=O)OCC (ethyl chloroformate). Run in O1CCCC1 (tetrahydrofuran). Conditions: temperature -10 celsius, time 30 minute. The product is C(=O)(OC(C)(C)C)N1CCC(CC1)CO (1-Boc-piperidine-4-methanol). Isolated yield 92.4%. Reaction SMILES: [C:1]([N:8]1[CH2:16][CH2:15][CH:11]([C:12](O)=[O:13])[CH2:10][CH2:9]1)([O:3][C:4]([CH3:7])([CH3:6])[CH3:5])=[O:2].CN1CCOCC1.ClC(OCC)=O.[BH4-].[Na+]>O1CCCC1>[C:1]([N:8]1[CH2:16][CH2:15][CH:11]([CH2:12][OH:13])[CH2:10][CH2:9]1)([O:3][C:4]([CH3:7])([CH3:6])[CH3:5])=[O:2] |f:3.4|. Reported procedure: To a solution of Boc-isonipecotic acid (40 g, 0.17 mol) and N-methylmorpholine (19 mL, 0.17 mol) in tetrahydrofuran (900 mL) stirring at −10° C., ethyl chloroformate was slowly added (17 mL, 0.17 mol) via addition funnel. After 30 min, sodium borohydride was added (19.8 g, 0.5 mol) in one portion. The reaction mixture was stirred at −10° C. for 1 h; then it was slowly quenched with methanol. The solvent was removed in vacuo; the resulting residue was diluted with 10% aqueous acetic acid and part... The reactants are O=C([O-])[O-], [Cs+], [Cs+], CC(C)Oc1nccn2cc(-c3ccc(F)cc3)nc12, CSc1nccc(I)n1, CC(=O)[O-], CC(=O)[O-], CN(C)C=O, [Pd+2], c1ccc(P(c2ccccc2)c2ccccc2)cc1. Yields the product CSc1nccc(-c2c(-c3ccc(F)cc3)nc3c(OC(C)C)nccn23)n1. As a reaction SMILES: [C:30](=[O:31])([O-:32])[O-:33].[Cs+:34].[Cs+:35].[F:1][c:2]1[cH:3][cH:4][c:5](-[c:8]2[n:9][c:10]3[n:11]([cH:12][cH:13][n:14][c:15]3[O:16][CH:17]([CH3:18])[CH3:19])[cH:20]2)[cH:6][cH:7]1.[I:21][c:22]1[n:23][c:24]([S:28][CH3:29])[n:25][cH:26][cH:27]1.[O-:61][C:62]([CH3:63])=[O:64].[O-:65][C:66]([CH3:67])=[O:68].[O:55]=[CH:56][N:57]([CH3:58])[CH3:59].[Pd+2:60].[c:36]1([P:37]([c:38]2[cH:39][cH:40][cH:41][cH:42][cH:43]2)[c:44]2[cH:45][cH:46][cH:47][cH:48][cH:49]2)[cH:50][cH:51][cH:52][cH:53][cH:54]1>>[F:1][c:2]1[cH:3][cH:4][c:5](-[c:8]2[n:9][c:10]3[n:11]([cH:12][cH:13][n:14][c:15]3[O:16][CH:17]([CH3:18])[CH3:19])[c:20]2-[c:22]2[n:23][c:24]([S:28][CH3:29])[n:25][cH:26][cH:27]2)[cH:6][cH:7]1. Reaction SMILES: [N:1](=[C:2]=[S:3])[CH3:4].[N:5]1([CH:29]2[CH2:30][NH:31][CH2:32][CH2:33][CH2:34]2)[CH2:6][CH2:7][CH:8]([NH:11][c:12]2[n:13][c:14]3[c:15]([n:16]2[CH2:17][c:18]2[cH:19][cH:20][c:21]([F:24])[cH:22][cH:23]2)[cH:25][cH:26][cH:27][cH:28]3)[CH2:9][CH2:10]1.[O:35]1[CH2:36][CH2:37][CH2:38][CH2:39]1>>[NH:1]([C:2](=[S:3])[N:31]1[CH2:30][CH:29]([N:5]2[CH2:6][CH2:7][CH:8]([NH:11][c:12]3[n:13][c:14]4[c:15]([n:16]3[CH2:17][c:18]3[cH:19][cH:20][c:21]([F:24])[cH:22][cH:23]3)[cH:25][cH:26][cH:27][cH:28]4)[CH2:9][CH2:10]2)[CH2:34][CH2:33][CH2:32]1)[CH3:4]. Starting materials: CN=C=S, Fc1ccc(Cn2c(NC3CCN(C4CCCNC4)CC3)nc3ccccc32)cc1, C1CCOC1. Yields the product CNC(=S)N1CCCC(N2CCC(Nc3nc4ccccc4n3Cc3ccc(F)cc3)CC2)C1. Reactants: BrC=1C=NC=C(C1)OC(C)C (3-bromo-5-isopropoxypyridine), C(CCC)[Li] (n-butyllithium), O=C1C2CN(CC(C1)C2)C(=O)OCC (ethyl 6-oxo-3-azabicyclo[3.2.1]octane-3-carboxylate). Run in C(C)OCC (diethyl ether), C1CCOC1 (THF). Conditions: temperature -78 celsius, time 30 minute. The product is OC1(C2CN(CC(C1)C2)C(=O)OCC)C=2C=NC=C(C2)OC(C)C (Ethyl 6-hydroxy-6-(5-isopropoxy-3-pyridinyl)-3-azabicyclo[3.2.1]octane-3-carboxylate). The yield is 67.8%. Reaction SMILES: Br[C:2]1[CH:3]=[N:4][CH:5]=[C:6]([O:8][CH:9]([CH3:11])[CH3:10])[CH:7]=1.C([Li])CCC.[O:17]=[C:18]1[CH2:24][CH:23]2[CH2:25][CH:19]1[CH2:20][N:21]([C:26]([O:28][CH2:29][CH3:30])=[O:27])[CH2:22]2>C(OCC)C.C1COCC1>[OH:17][C:18]1([C:2]2[CH:3]=[N:4][CH:5]=[C:6]([O:8][CH:9]([CH3:11])[CH3:10])[CH:7]=2)[CH2:24][CH:23]2[CH2:25][CH:19]1[CH2:20][N:21]([C:26]([O:28][CH2:29][CH3:30])=[O:27])[CH2:22]2. Procedure: To a solution of 3-bromo-5-isopropoxypyridine (0.66 g, 3.1 mmol) in dry diethyl ether (15 mL) at −78° C. was added 2.5 M n-butyllithium (1.2 mL, 3.0 mmol). The reaction was stirred for 30 min under nitrogen at −78° C. and then slowly transferred by cannula into a solution of ethyl 6-oxo-3-azabicyclo[3.2.1]octane-3-carboxylate (0.30 g, 1.5 mmol) in THF (15 mL) at −78° C. The reaction was stirred 4 h at −78° C. and then warmed to ambient temperature overnight, at which time it was quenched with sa...